From a dataset of the Open Reaction Database (ORD), a public repository of structured organic reaction records. describe an organic reaction: reactants, conditions, products, and yield Starting materials: CC(C)(C)C(=O)ONC(CSc1cccc(F)c1[N+](=O)[O-])C(=O)O, CCO. The product is CC(C)(C)C(=O)ONC(CSc1cccc(F)c1N)C(=O)O. As a reaction SMILES: [CH3:1][C:2]([C:3](=[O:4])[O:5][NH:6][CH:7]([CH2:8][S:9][c:10]1[c:11]([N+:17]([O-:18])=[O:19])[c:12]([F:16])[cH:13][cH:14][cH:15]1)[C:20](=[O:21])[OH:22])([CH3:23])[CH3:24].[CH3:25][CH2:26][OH:27]>>[CH3:1][C:2]([C:3](=[O:4])[O:5][NH:6][CH:7]([CH2:8][S:9][c:10]1[c:11]([NH2:17])[c:12]([F:16])[cH:13][cH:14][cH:15]1)[C:20](=[O:21])[OH:22])([CH3:23])[CH3:24].